Dataset: the Open Reaction Database (ORD), a public repository of structured organic reaction records. Task: describe an organic reaction: reactants, conditions, products, and yield Reactants: C(C1=CC=CC=C1)OC=1C=C(C=NC1NC=1SC=C(N1)C)/C=C/C(=O)OC ((E)-methyl 3-(5-(benzyloxy)-6-(4-methylthiazol-2-ylamino)pyridin-3-yl)acrylate), CC1=CC=C(C=C1)S(=O)(=O)NN (4-methylbenzenesulfonohydrazide). The solvent is C1(=CC=CC=C1)C (toluene). The product is C(C1=CC=CC=C1)OC=1C=C(C=NC1NC=1SC=C(N1)C)CCC(=O)OC (Methyl 3-(5-(benzyloxy)-6-(4-methylthiazol-2-ylamino)pyridin-3-yl)propanoate). Isolated yield 32.3%. Reaction SMILES: [CH2:1]([O:8][C:9]1[CH:10]=[C:11](/[CH:22]=[CH:23]/[C:24]([O:26][CH3:27])=[O:25])[CH:12]=[N:13][C:14]=1[NH:15][C:16]1[S:17][CH:18]=[C:19]([CH3:21])[N:20]=1)[C:2]1[CH:7]=[CH:6][CH:5]=[CH:4][CH:3]=1.CC1C=CC(S(NN)(=O)=O)=CC=1>C1(C)C=CC=CC=1>[CH2:1]([O:8][C:9]1[CH:10]=[C:11]([CH2:22][CH2:23][C:24]([O:26][CH3:27])=[O:25])[CH:12]=[N:13][C:14]=1[NH:15][C:16]1[S:17][CH:18]=[C:19]([CH3:21])[N:20]=1)[C:2]1[CH:7]=[CH:6][CH:5]=[CH:4][CH:3]=1. Procedure: A 25 mL round-bottomed flask was charged with (E)-methyl 3-(5-(benzyloxy)-6-(4-methylthiazol-2-ylamino)pyridin-3-yl)acrylate (430 mg, 1.13 mmol), 4-methylbenzenesulfonohydrazide (1050 mg, 5.64 mmol) and toluene (10 mL). The reaction was heated to reflux for 12 hours. The reaction was partitioned between saturated aqueous sodium bicarbonate and ethyl acetate. The organic phase was dried over sodium sulfate, filtered and concentrated. The residue was purified on silica gel (20% EtOAc in hexanes) t... Reactants: CC(C)C(=O)Cl, ClCCl, CCOC(=O)C(=CNc1ncnc2ccc(N)cc12)C(=O)OCC, c1ccncc1. The product is CCOC(=O)C(=CNc1ncnc2ccc(NC(=O)C(C)C)cc12)C(=O)OCC. As a reaction SMILES: [C:31]([CH:32]([CH3:33])[CH3:34])(=[O:35])[Cl:36].[Cl:37][CH2:38][Cl:39].[NH2:1][c:2]1[cH:3][c:4]2[c:5]([NH:12][CH:13]=[C:14]([C:15](=[O:16])[O:17][CH2:18][CH3:19])[C:20](=[O:21])[O:22][CH2:23][CH3:24])[n:6][cH:7][n:8][c:9]2[cH:10][cH:11]1.[cH:25]1[cH:26][cH:27][n:28][cH:29][cH:30]1>>[NH:1]([c:2]1[cH:3][c:4]2[c:5]([NH:12][CH:13]=[C:14]([C:15](=[O:16])[O:17][CH2:18][CH3:19])[C:20](=[O:21])[O:22][CH2:23][CH3:24])[n:6][cH:7][n:8][c:9]2[cH:10][cH:11]1)[C:31]([CH:32]([CH3:33])[CH3:34])=[O:35]. Reactants: COC(=O)[C@H]1N(C[C@@H](C1)S(=O)(=O)C1=C(C=CC=C1)C(F)(F)F)C1=NN(C(=C1)C)C ((2S,4R)-1-(1,5-dimethyl-1H-pyrazol-3-yl)-4-(2-trifluoromethyl-benzenesulfonyl)-pyrrolidine-2-carboxylic acid methyl ester), [OH-].[Li+] (lithium hydroxide). Product: CN1N=C(C=C1C)N1[C@@H](C[C@H](C1)S(=O)(=O)C1=C(C=CC=C1)C(F)(F)F)C(=O)O ((2S,4R)-1-(1,5-Dimethyl-1H-pyrazol-3-yl)-4-(2-trifluoromethyl-benzenesulfonyl)-pyrrolidine-2-carboxylic acid). RXN SMILES: C[O:2][C:3]([C@@H:5]1[CH2:9][C@@H:8]([S:10]([C:13]2[CH:18]=[CH:17][CH:16]=[CH:15][C:14]=2[C:19]([F:22])([F:21])[F:20])(=[O:12])=[O:11])[CH2:7][N:6]1[C:23]1[CH:27]=[C:26]([CH3:28])[N:25]([CH3:29])[N:24]=1)=[O:4].[OH-].[Li+]>>[CH3:29][N:25]1[C:26]([CH3:28])=[CH:27][C:23]([N:6]2[CH2:7][C@H:8]([S:10]([C:13]3[CH:18]=[CH:17][CH:16]=[CH:15][C:14]=3[C:19]([F:21])([F:22])[F:20])(=[O:11])=[O:12])[CH2:9][C@H:5]2[C:3]([OH:4])=[O:2])=[N:24]1 |f:1.2|. Procedure details: In analogy to the procedure described in example 253e, (2S,4R)-1-(1,5-dimethyl-1H-pyrazol-3-yl)-4-(2-trifluoromethyl-benzenesulfonyl)-pyrrolidine-2-carboxylic acid methyl ester was saponified in the presence of lithium hydroxide to give the title compound as off-white solid. MS (ESI): m/z=418.2 [M+H]+. The reactants are OC(C(=O)C1=CC=C(C=C1)OC)C1=CC=C(C=C1)OC (2-hydroxy-1,2-bis(4-methoxyphenyl)ethanone), CNC(=O)NC (1,3-dimethylurea). The solvent is C(CO)O (ethylene glycol), O (water). Reaction conditions: temperature 180 celsius. Yields the product COC1=CC=C(C=C1)C=1N(C(N(C1C1=CC=C(C=C1)OC)C)=O)C (4,5-bis(4-methoxyphenyl)-1,3-dimethyl-1H-imidazol-2(3H)-one). Yield: 68.5%. RXN SMILES: O[CH:2]([C:13]1[CH:18]=[CH:17][C:16]([O:19][CH3:20])=[CH:15][CH:14]=1)[C:3]([C:5]1[CH:10]=[CH:9][C:8]([O:11][CH3:12])=[CH:7][CH:6]=1)=O.[CH3:21][NH:22][C:23]([NH:25][CH3:26])=[O:24]>C(O)CO.O>[CH3:12][O:11][C:8]1[CH:9]=[CH:10][C:5]([C:3]2[N:22]([CH3:21])[C:23](=[O:24])[N:25]([CH3:26])[C:2]=2[C:13]2[CH:18]=[CH:17][C:16]([O:19][CH3:20])=[CH:15][CH:14]=2)=[CH:6][CH:7]=1. Reported procedure: A mixture of 2-hydroxy-1,2-bis(4-methoxyphenyl)ethanone (1 g, 3.6 mmol) and 1,3-dimethylurea (1.29 g, 14.7 mmol) in ethylene glycol (10 mL) was refluxed at 180° C. for 2 h. The reaction mixture was diluted with water and extracted with EtOAc (2×50 mL). The combined organic layers were washed with water, dried over Na2SO4, filtered and then concentrated in vacuo. The crude material was purified via silica gel column chromatography eluting with 80% EtOAc in hexanes to afford 4,5-bis(4-methoxypheny...